From a dataset of the Open Reaction Database (ORD), a public repository of structured organic reaction records. describe an organic reaction: reactants, conditions, products, and yield Reactants: FC1=CC=C(C=N1)C(C)O (1-(6-fluoro-pyridin-3-yl)-ethanol), C1(=CC=CC=C1)P(C1=CC=CC=C1)C1=CC=CC=C1 (triphenylphosphine), ClC=1C(C(=C(C(C1Cl)=O)C#N)C#N)=O (4,5-dichloro-3,6-dioxocyclohexa-1,4-diene-1,2-dicarbonitrile), CCCC[N+](CCCC)(CCCC)CCCC.[N-]=[N+]=[N-] (tetra-N-butylammonium azide). Run in C(Cl)Cl (DCM), C(Cl)Cl (DCM). Run at time 1 hour. Yields the product N(=[N+]=[N-])C(C)C=1C=CC(=NC1)F (5-(1-Azido-ethyl)-2-fluoro-pyridine). The yield is 65.8%. Reaction SMILES: C1(P(C2C=CC=CC=2)C2C=CC=CC=2)C=CC=CC=1.ClC1C(=O)C(C#N)=C(C#N)C(=O)C=1Cl.CCCC[N+](CCCC)(CCCC)CCCC.[N-:51]=[N+:52]=[N-:53].[F:54][C:55]1[N:60]=[CH:59][C:58]([CH:61](O)[CH3:62])=[CH:57][CH:56]=1>C(Cl)Cl>[N:51]([CH:61]([C:58]1[CH:57]=[CH:56][C:55]([F:54])=[N:60][CH:59]=1)[CH3:62])=[N+:52]=[N-:53] |f:2.3|. Procedure: To a 1-L flask kept cold in an ice bath, add triphenylphosphine (27.9 g, 106.3 mmol), 4,5-dichloro-3,6-dioxocyclohexa-1,4-diene-1,2-dicarbonitrile (24.12 g, 106.3 mmol). Add DCM slowly with stirring (150 mL). To the dark solution add tetra-N-butylammonium azide (30.23 g, 106.3 mmol) slowly, followed by 1-(6-fluoro-pyridin-3-yl)-ethanol (10 g, 70.85 mmol) dissolved in DCM (10 mL). Remove the flask from the ice bath and stir at RT for 1 h. Remove the solvent on a rotovap and purify by normal phase... The reactants are CCOC(=O)C1(NC(=O)c2cccc3c2NCCC3)Cc2ccccc2C1, CCO, [K+], [OH-], O. The product is O=C(NC1(C(=O)O)Cc2ccccc2C1)c1cccc2c1NCCC2. RXN SMILES: [CH2:1]([CH3:2])[O:3][C:4](=[O:5])[C:6]1([NH:15][C:16](=[O:17])[c:18]2[cH:19][cH:20][cH:21][c:22]3[c:27]2[NH:26][CH2:25][CH2:24][CH2:23]3)[CH2:7][c:8]2[cH:9][cH:10][cH:11][cH:12][c:13]2[CH2:14]1.[CH3:31][CH2:32][OH:33].[K+:29].[OH-:28].[OH2:30]>>[O:3]=[C:4]([OH:5])[C:6]1([NH:15][C:16](=[O:17])[c:18]2[cH:19][cH:20][cH:21][c:22]3[c:27]2[NH:26][CH2:25][CH2:24][CH2:23]3)[CH2:7][c:8]2[cH:9][cH:10][cH:11][cH:12][c:13]2[CH2:14]1. Starting materials: O=C(O)C(Br)Br, Cc1cc(O)c(O)cc1S(=O)(=O)c1ccc2nc(C(C)(C)C)sc2c1, O=C([O-])[O-], CN(C)C=O, Cl, [K+], [K+]. The product is Cc1cc2c(cc1S(=O)(=O)c1ccc3nc(C(C)(C)C)sc3c1)OC(C(=O)O)O2. As a reaction SMILES: [Br:32][CH:33]([C:34](=[O:35])[OH:36])[Br:37].[C:1]([CH3:2])([CH3:3])([CH3:4])[c:5]1[s:6][c:7]2[c:8]([n:9]1)[cH:10][cH:11][c:12]([S:14](=[O:15])(=[O:16])[c:17]1[cH:18][c:19]([OH:25])[c:20]([OH:24])[cH:21][c:22]1[CH3:23])[cH:13]2.[C:26](=[O:27])([O-:28])[O-:29].[CH3:39][N:40]([CH3:41])[CH:42]=[O:43].[ClH:38].[K+:30].[K+:31]>>[C:1]([CH3:2])([CH3:3])([CH3:4])[c:5]1[s:6][c:7]2[c:8]([n:9]1)[cH:10][cH:11][c:12]([S:14](=[O:15])(=[O:16])[c:17]1[cH:18][c:19]3[c:20]([cH:21][c:22]1[CH3:23])[O:24][CH:33]([C:34](=[O:35])[OH:36])[O:25]3)[cH:13]2. Reactants: BrB(Br)Br, C=CCN(CCC)C1CCc2c(OC)cccc2C1C, ClC(Cl)Cl, Cl, [NH4+], [OH-]. Yields the product C=CCN(CCC)C1CCc2c(O)cccc2C1C, Cl. Reaction SMILES: [B:22]([Br:23])([Br:24])[Br:25].[CH2:2]([CH:3]=[CH2:4])[N:5]([CH:6]1[CH:7]([CH3:18])[c:8]2[cH:9][cH:10][cH:11][c:12]([O:16][CH3:17])[c:13]2[CH2:14][CH2:15]1)[CH2:19][CH2:20][CH3:21].[Cl:28][CH:29]([Cl:30])[Cl:31].[ClH:1].[NH4+:27].[OH-:26]>>[CH2:2]([CH:3]=[CH2:4])[N:5]([CH:6]1[CH:7]([CH3:18])[c:8]2[cH:9][cH:10][cH:11][c:12]([OH:16])[c:13]2[CH2:14][CH2:15]1)[CH2:19][CH2:20][CH3:21].[ClH:1]. Starting materials: Cc1ccc(N)cc1C(F)(F)F, CCOC(C)=O, Nc1nccc(Oc2ccc3c(C(=O)O)cccc3c2)n1, CN(C)C=O, O. Product: Cc1ccc(NC(=O)c2cccc3cc(Oc4ccnc(N)n4)ccc23)cc1C(F)(F)F. Reaction SMILES: [CH3:22][c:23]1[c:24]([C:30]([F:31])([F:32])[F:33])[cH:25][c:26]([NH2:27])[cH:28][cH:29]1.[CH3:35][CH2:36][O:37][C:38]([CH3:39])=[O:40].[NH2:1][c:2]1[n:3][cH:4][cH:5][c:6]([O:8][c:9]2[cH:10][c:11]3[cH:12][cH:13][cH:14][c:15]([C:19](=[O:20])[OH:21])[c:16]3[cH:17][cH:18]2)[n:7]1.[O:41]=[CH:42][N:43]([CH3:44])[CH3:45].[OH2:34]>>[NH2:1][c:2]1[n:3][cH:4][cH:5][c:6]([O:8][c:9]2[cH:10][c:11]3[cH:12][cH:13][cH:14][c:15]([C:19](=[O:20])[NH:27][c:26]4[cH:25][c:24]([C:30]([F:31])([F:32])[F:33])[c:23]([CH3:22])[cH:29][cH:28]4)[c:16]3[cH:17][cH:18]2)[n:7]1. Starting materials: Cl.N[C@H](C(=O)N1CCC(CC1)O)CC1=CC=CC=C1 ((S)-2-Amino-1-(4-hydroxy-piperidin-1-yl)-3-phenyl-propan-1-one hydrochloride), FC=1C=C2C=C(NC2=CC1)C(=O)O (5-fluoro-1H-indole-2-carboxylic acid). Yields the product C(C1=CC=CC=C1)[C@@H](C(=O)N1CCC(CC1)O)NC(=O)C=1NC2=CC=C(C=C2C1)F (5-Fluoro-1H-indole-2-carboxylic acid [(1S)-benzyl-2-(4-hydroxy-piperidin-1-yl)-2-oxo-ethyl]-amide). Reaction SMILES: Cl.[NH2:2][C@@H:3]([CH2:13][C:14]1[CH:19]=[CH:18][CH:17]=[CH:16][CH:15]=1)[C:4]([N:6]1[CH2:11][CH2:10][CH:9]([OH:12])[CH2:8][CH2:7]1)=[O:5].[F:20][C:21]1[CH:22]=[C:23]2[C:27](=[CH:28][CH:29]=1)[NH:26][C:25]([C:30](O)=[O:31])=[CH:24]2>>[CH2:13]([C@H:3]([NH:2][C:30]([C:25]1[NH:26][C:27]2[C:23]([CH:24]=1)=[CH:22][C:21]([F:20])=[CH:29][CH:28]=2)=[O:31])[C:4]([N:6]1[CH2:11][CH2:10][CH:9]([OH:12])[CH2:8][CH2:7]1)=[O:5])[C:14]1[CH:15]=[CH:16][CH:17]=[CH:18][CH:19]=1 |f:0.1|. Procedure: (S)-2-Amino-1-(4-hydroxy-piperidin-1-yl)-3-phenyl-propan-1-one hydrochloride (0.65 mmol) and 5-fluoro-1H-indole-2-carboxylic acid (0.73 mmol) were coupled according to Procedure A (0-25° C. reaction temperature) and the product purified by chromatography on silica gel eluted with 20, 30, 40, 50, 75 and 100% ethyl acetate in hexanes. Yield 228 mg, 84%; HPLC (60/40) 3.57 minutes (98%); PBMS 410 (MH+, 100%); Reactants: CCOC(=O)CCn1ncc2c(C#N)cccc21, O=C([O-])O, CCO, Cl, NO, [Na+]. Product: CCOC(=O)CCn1ncc2c(C(=N)NO)cccc21. Reaction SMILES: [C:1](#[N:2])[c:3]1[c:4]2[cH:5][n:6][n:7]([CH2:12][CH2:13][C:14](=[O:15])[O:16][CH2:17][CH3:18])[c:8]2[cH:9][cH:10][cH:11]1.[C:22](=[O:23])([OH:24])[O-:25].[CH3:27][CH2:28][OH:29].[ClH:19].[NH2:20][OH:21].[Na+:26]>>[C:1](=[NH:2])([c:3]1[c:4]2[cH:5][n:6][n:7]([CH2:12][CH2:13][C:14](=[O:15])[O:16][CH2:17][CH3:18])[c:8]2[cH:9][cH:10][cH:11]1)[NH:20][OH:21].